Dataset: the Open Reaction Database (ORD), a public repository of structured organic reaction records. Task: describe an organic reaction: reactants, conditions, products, and yield The reactants are COC(=O)NC(C(=O)N1C(C)CCC1C(=O)O)C(C)C, COCC1CC(C(=O)OCC(=O)c2ccc3c(c2)COc2cc4c(cc2-3)CCC(Br)C4=O)N(C(=O)OC(C)(C)C)C1, COCC1CC(c2ncc(-c3ccc4c(c3)COc3cc5c(cc3-4)CCc3nc(C4CCC(C)N4C(=O)C(NC(=O)OC)C(C)C)[nH]c3-5)[nH]2)N(C(=O)OC(C)(C)C)C1. The product is COCC1CC(c2ncc(-c3ccc4c(c3)COc3cc5c(cc3-4)CCc3nc(C4CCCN4C(=O)C(NC(=O)OC)C(C)C)[nH]c3-5)[nH]2)N(C(=O)OC(C)(C)C)C1. As a reaction SMILES: [CH3:100][O:101][C:102]([NH:103][CH:104]([CH:105]([CH3:106])[CH3:107])[C:108]([N:109]1[CH:110]([CH3:111])[CH2:112][CH2:113][CH:114]1[C:115]([OH:116])=[O:117])=[O:118])=[O:119].[CH3:1][O:2][CH2:3][CH:4]1[CH2:5][N:6]([C:7]([O:8][C:9]([CH3:10])([CH3:11])[CH3:12])=[O:13])[CH:14]([C:15]([O:16][CH2:17][C:18]([c:19]2[cH:20][cH:21][c:22]3[c:37]([cH:38]2)[CH2:36][O:35][c:34]2[c:23]-3[cH:24][c:25]3[c:32]([cH:33]2)[C:30](=[O:31])[CH:28]([Br:29])[CH2:27][CH2:26]3)=[O:39])=[O:40])[CH2:41]1.[CH3:42][O:43][C:44](=[O:45])[NH:46][CH:47]([CH:48]([CH3:49])[CH3:50])[C:51](=[O:52])[N:53]1[CH:54]([c:59]2[n:60][c:61]3[c:62]([nH:63]2)-[c:64]2[cH:65][c:66]4[c:67]([cH:68][c:69]2[CH2:70][CH2:71]3)-[c:72]2[cH:73][cH:74][c:75](-[c:80]3[cH:81][n:82][c:83]([CH:85]5[N:86]([C:93](=[O:94])[O:95][C:96]([CH3:97])([CH3:98])[CH3:99])[CH2:87][CH:88]([CH2:90][O:91][CH3:92])[CH2:89]5)[nH:84]3)[cH:76][c:77]2[CH2:78][O:79]4)[CH2:55][CH2:56][CH:57]1[CH3:58]>>[CH3:42][O:43][C:44](=[O:45])[NH:46][CH:47]([CH:48]([CH3:49])[CH3:50])[C:51](=[O:52])[N:53]1[CH:54]([c:59]2[n:60][c:61]3[c:62]([nH:63]2)-[c:64]2[cH:65][c:66]4[c:67]([cH:68][c:69]2[CH2:70][CH2:71]3)-[c:72]2[cH:73][cH:74][c:75](-[c:80]3[cH:81][n:82][c:83]([CH:85]5[N:86]([C:93](=[O:94])[O:95][C:96]([CH3:97])([CH3:98])[CH3:99])[CH2:87][CH:88]([CH2:90][O:91][CH3:92])[CH2:89]5)[nH:84]3)[cH:76][c:77]2[CH2:78][O:79]4)[CH2:55][CH2:56][CH2:57]1. Reactants: C(C)(=O)OCC (ethyl acetate), C1NCCCC2=C1C=CC(=C2)OC2=NC=C(C(=O)N)C=C2 (6-(2,3,4,5-tetrahydro-1H-benzo[c]azepin-7-yloxy)nicotinamide), C(=O)([O-])[O-].[K+].[K+] (K2CO3), ClCCCC1CCCCC1 ((3-chloropropyl)cyclohexane). Solvent: CN(C)C=O (DMF). Run at temperature 50 celsius. Product: C1(CCCCC1)CCCN1CC2=C(CCC1)C=C(C=C2)OC2=NC=C(C(=O)N)C=C2 (6-[2-(3-Cyclohexylpropyl)-2,3,4,5-tetrahydro-1H-benzo[c]azepin-7-yloxy]nicotinamide). As a reaction SMILES: [CH2:1]1[C:7]2[CH:8]=[CH:9][C:10]([O:12][C:13]3[CH:21]=[CH:20][C:16]([C:17]([NH2:19])=[O:18])=[CH:15][N:14]=3)=[CH:11][C:6]=2[CH2:5][CH2:4][CH2:3][NH:2]1.C([O-])([O-])=O.[K+].[K+].Cl[CH2:29][CH2:30][CH2:31][CH:32]1[CH2:37][CH2:36][CH2:35][CH2:34][CH2:33]1.C(OCC)(=O)C>CN(C=O)C>[CH:32]1([CH2:31][CH2:30][CH2:29][N:2]2[CH2:3][CH2:4][CH2:5][C:6]3[CH:11]=[C:10]([O:12][C:13]4[CH:21]=[CH:20][C:16]([C:17]([NH2:19])=[O:18])=[CH:15][N:14]=4)[CH:9]=[CH:8][C:7]=3[CH2:1]2)[CH2:37][CH2:36][CH2:35][CH2:34][CH2:33]1 |f:1.2.3|. Procedure: Mix 6-(2,3,4,5-tetrahydro-1H-benzo[c]azepin-7-yloxy)nicotinamide (Example 447, Part E, 0.300 g, 1.06 mmol), K2CO3 (0.366 g, 2.65 mmol), and (3-chloropropyl)cyclohexane (0.179 g, 1.11 mmol) in DMF (5.3 mL). Heat at 50° C. overnight, then increase the temperature to 80° C. for 3.5 hours. Cool the reaction mixture to room temperature and add ethyl acetate (100 mL). Wash with water (1×30 mL), brine (1×30 mL), dry the organic layer over Na2SO4, filter and concentrate. Purify by flash chromatography e... The reactants are CS(=O)(=O)C1=NC2=C(N1)C=CC=C2 (2-(methylsulfonyl)-1H-benzo[d]imidazole), BrC1=CC=C(C=C1)O (4-bromophenol), TEA, [OH-].[Na+] (NaOH). Conditions: temperature 120 celsius, time 15 hour. Yields the product BrC1=CC=C(OC2=NC3=C(N2)C=CC=C3)C=C1 (2-(4-Bromophenoxy)-1H-benzo[d]imidazole). The yield is 69.9%. Reaction SMILES: CS([C:5]1[NH:9][C:8]2[CH:10]=[CH:11][CH:12]=[CH:13][C:7]=2[N:6]=1)(=O)=O.[Br:14][C:15]1[CH:20]=[CH:19][C:18]([OH:21])=[CH:17][CH:16]=1.[OH-].[Na+]>>[Br:14][C:15]1[CH:20]=[CH:19][C:18]([O:21][C:5]2[NH:9][C:8]3[CH:10]=[CH:11][CH:12]=[CH:13][C:7]=3[N:6]=2)=[CH:17][CH:16]=1 |f:2.3|. Reported procedure: A mixture of 2-(methylsulfonyl)-1H-benzo[d]imidazole (5.6 g), 4-bromophenol (24.69 g) and TEA (19.89 mL) was stirred at 120° C. for 15 h. The mixture was added with 8 M NaOH aqueous solution and extracted with AcOEt. The organic layer was separated, washed with water and brine, dried over Na2SO4 and concentrated under reduced pressure. The precipitate was collected by filtration to give the first lot of the titled compound (5.77 g). The filtrate was evaporated, and the precipitate was collected ...